This data is from the Open Reaction Database (ORD), a public repository of structured organic reaction records. The task is: describe an organic reaction: reactants, conditions, products, and yield Reaction SMILES: [C:29].[CH3:27][OH:28].[N+:1]([O-:2])(=[O:3])[c:4]1[c:5]([CH:10]2[c:11]3[c:12]([n:24][nH:25][cH:26]3)[NH:13][C:14]([CH2:21][CH2:22][CH3:23])=[C:15]2[C:16](=[O:17])[O:18][CH2:19][CH3:20])[cH:6][cH:7][cH:8][cH:9]1.[Pd:30]>>[NH2:1][c:4]1[c:5]([CH:10]2[c:11]3[c:12]([n:24][nH:25][cH:26]3)[NH:13][C:14]([CH2:21][CH2:22][CH3:23])=[C:15]2[C:16](=[O:17])[O:18][CH2:19][CH3:20])[cH:6][cH:7][cH:8][cH:9]1. The product is CCCC1=C(C(=O)OCC)C(c2ccccc2N)c2c[nH]nc2N1. Starting materials: C, CO, CCCC1=C(C(=O)OCC)C(c2ccccc2[N+](=O)[O-])c2c[nH]nc2N1, [Pd]. Reactants: NC=1C=C(C(=O)NC2=CC=CC=C2)C=CC1OC (3-amino-4-methoxy-N-phenyl-benzamide), FC(C=1C=C(C=C(C1)C(F)(F)F)N=C=S)(F)F (3,5-di(trifluoromethyl)phenyl isothiocyanate). Product: FC(C=1C=C(C=C(C1)C(F)(F)F)NC(NC=1C=C(C(=O)NC2=CC=CC=C2)C=CC1OC)=S)(F)F (3-[3-(3,5-Bis-trifluoromethylphenyl)-thioureido]-4-methoxy-N-phenyl-benzamide). Yield: 52.7%. As a reaction SMILES: [NH2:1][C:2]1[CH:3]=[C:4]([CH:14]=[CH:15][C:16]=1[O:17][CH3:18])[C:5]([NH:7][C:8]1[CH:13]=[CH:12][CH:11]=[CH:10][CH:9]=1)=[O:6].[F:19][C:20]([F:35])([F:34])[C:21]1[CH:22]=[C:23]([N:31]=[C:32]=[S:33])[CH:24]=[C:25]([C:27]([F:30])([F:29])[F:28])[CH:26]=1>>[F:19][C:20]([F:34])([F:35])[C:21]1[CH:22]=[C:23]([NH:31][C:32](=[S:33])[NH:1][C:2]2[CH:3]=[C:4]([CH:14]=[CH:15][C:16]=2[O:17][CH3:18])[C:5]([NH:7][C:8]2[CH:13]=[CH:12][CH:11]=[CH:10][CH:9]=2)=[O:6])[CH:24]=[C:25]([C:27]([F:29])([F:30])[F:28])[CH:26]=1. Reported procedure: Prepared according to the procedure described for Example 60 using 3-amino-4-methoxy-N-phenyl-benzamide (0.972 g, 4.00 mmol) and 3,5-di(trifluoromethyl)phenyl isothiocyanate (1.08 g, 3.98 mmol) to afford the product (1.076 g); m.p. 192-193° C. Starting materials: N(=C=S)C1=CC=C2CCC(NC2=C1)=O (7-isothiocyanato-3,4-dihydro-2(1H)quinolone), C(C)(=O)NC1=CC=C(N)C=C1 (4-acetamidoaniline). Run in C1CCOC1 (THF). Reaction conditions: time 5 hour. The product is C(C)(=O)NC1=CC=C(C=C1)NC(NC1=CC=C2CCC(NC2=C1)=O)=S (7-[3(4-Acetamidophenyl)thioureido]-3,4-dihydro-2(1H)quinolone). RXN SMILES: [N:1]([C:4]1[CH:13]=[C:12]2[C:7]([CH2:8][CH2:9][C:10](=[O:14])[NH:11]2)=[CH:6][CH:5]=1)=[C:2]=[S:3].[C:15]([NH:18][C:19]1[CH:25]=[CH:24][C:22]([NH2:23])=[CH:21][CH:20]=1)(=[O:17])[CH3:16]>C1COCC1>[C:15]([NH:18][C:19]1[CH:25]=[CH:24][C:22]([NH:23][C:2](=[S:3])[NH:1][C:4]2[CH:13]=[C:12]3[C:7]([CH2:8][CH2:9][C:10](=[O:14])[NH:11]3)=[CH:6][CH:5]=2)=[CH:21][CH:20]=1)(=[O:17])[CH3:16]. Procedure details: A solution containing 0.8 g of 7-isothiocyanato-3,4-dihydro-2(1H)quinolone and 0.59 g of 4-acetamidoaniline in 10 ml of THF was stirred for 5 h at room temperature. The product was filtered, dried and used as such to the next step. Yield 0.45 g (32%). Starting materials: CC=1N(C=CN1)C1=CC=C(C=C1)NC(=N)N (1-(4-(2-methyl-1H-imidazol-1-yl)phenyl)guanidine), O=C1C(CN(CC1)C(=O)OC(C)(C)C)C(=O)OC (1-tert-butyl 3-methyl 4-oxopiperidine-1,3-dicarboxylate), [O-]CC.[Na+] (sodium ethoxide). The solvent is C(C)O (ethanol). Reaction conditions: temperature 110 celsius. Yields the product OC=1C2=C(N=C(N1)NC1=CC=C(C=C1)N1C(=NC=C1)C)CCN(C2)C(=O)OC(C)(C)C (tert-butyl 4-hydroxy-2-(4-(2-methyl-1H-imidazol-1-yl)phenylamino)-7,8-dihydropyrido[4,3-d]pyrimidine-6(5H)-carboxylate). Yield: 55.8%. As a reaction SMILES: [CH3:1][C:2]1[N:3]([C:7]2[CH:12]=[CH:11][C:10]([NH:13][C:14]([NH2:16])=[NH:15])=[CH:9][CH:8]=2)[CH:4]=[CH:5][N:6]=1.O=[C:18]1[CH2:23][CH2:22][N:21]([C:24]([O:26][C:27]([CH3:30])([CH3:29])[CH3:28])=[O:25])[CH2:20][CH:19]1[C:31](OC)=[O:32].[O-]CC.[Na+]>C(O)C>[OH:32][C:31]1[C:19]2[CH2:20][N:21]([C:24]([O:26][C:27]([CH3:30])([CH3:29])[CH3:28])=[O:25])[CH2:22][CH2:23][C:18]=2[N:15]=[C:14]([NH:13][C:10]2[CH:9]=[CH:8][C:7]([N:3]3[CH:4]=[CH:5][N:6]=[C:2]3[CH3:1])=[CH:12][CH:11]=2)[N:16]=1 |f:2.3|. Procedure details: 1-(4-(2-Methyl-1H-imidazol-1-yl)phenyl)guanidine (1.8 g, 8.36 mmol, example 9e), 1-tert-butyl 3-methyl 4-oxopiperidine-1,3-dicarboxylate (2.151 g, 8.36 mmol) and sodium ethoxide (0.569 g, 8.36 mmol) in ethanol (10 mL) were charged in a thick glass vial, which was sealed and heated under microwave irradiation at 110° C. for 2 h. The reaction mixture was allowed to reach room temperature and the solvent was evaporated under reduced pressure. The crude was dissolved in ethyl acetate and washed with... The reactants are ClC1=C(C=CC=C1C)O (2-chloro-3-methylphenol), O[C@@H](C(=O)OC)C ((R)-methyl 2-hydroxypropanoate). The product is ClC1=C(O[C@H](C(=O)OC)C)C=CC=C1C ((S)-Methyl 2-(2-chloro-3-methylphenoxy)propanoate). Reaction SMILES: [Cl:1][C:2]1[C:7]([CH3:8])=[CH:6][CH:5]=[CH:4][C:3]=1[OH:9].O[C@H:11]([CH3:16])[C:12]([O:14][CH3:15])=[O:13]>>[Cl:1][C:2]1[C:7]([CH3:8])=[CH:6][CH:5]=[CH:4][C:3]=1[O:9][C@@H:11]([CH3:16])[C:12]([O:14][CH3:15])=[O:13]. Procedure details: The title compound was prepared following the same protocol as described in Step 1, Example 42, using the 2-chloro-3-methylphenol instead of the m-cresol and the (R)-methyl 2-hydroxypropanoate instead of the (S)-methyl 2-hydroxypropanoate.